Dataset: the Open Reaction Database (ORD), a public repository of structured organic reaction records. Task: describe an organic reaction: reactants, conditions, products, and yield The reactants are OBO, COC(=O)c1cc(Cl)ccc1NC(=O)COCC(=O)Nc1cc(Br)ccc1C, COc1ccccc1. The product is COC(=O)c1cc(Cl)ccc1NC(=O)COCC(=O)Nc1cc(-c2cccc(OC)c2)ccc1C. Reaction SMILES: [BH:1]([OH:2])[OH:3].[CH3:12][O:13][C:14]([c:15]1[c:16]([NH:22][C:23]([CH2:24][O:25][CH2:26][C:27](=[O:28])[NH:29][c:30]2[c:31]([CH3:37])[cH:32][cH:33][c:34]([Br:36])[cH:35]2)=[O:38])[cH:17][cH:18][c:19]([Cl:21])[cH:20]1)=[O:39].[CH3:4][O:5][c:6]1[cH:7][cH:8][cH:9][cH:10][cH:11]1>>[CH3:4][O:5][c:6]1[cH:7][c:8](-[c:34]2[cH:33][cH:32][c:31]([CH3:37])[c:30]([NH:29][C:27]([CH2:26][O:25][CH2:24][C:23]([NH:22][c:16]3[c:15]([C:14]([O:13][CH3:12])=[O:39])[cH:20][c:19]([Cl:21])[cH:18][cH:17]3)=[O:38])=[O:28])[cH:35]2)[cH:9][cH:10][cH:11]1.